This data is from the Open Reaction Database (ORD), a public repository of structured organic reaction records. The task is: describe an organic reaction: reactants, conditions, products, and yield The reactants are COC(=O)c1cc(Cl)ccc1NC(=O)COCC(=O)Nc1cccc(Br)c1, Cn1cc(B2OC(C)(C)C(C)(C)O2)cn1. Yields the product COC(=O)c1cc(Cl)ccc1NC(=O)COCC(=O)Nc1cccc(-c2cnn(C)c2)c1. As a reaction SMILES: [CH3:16][O:17][C:18]([c:19]1[c:20]([NH:26][C:27]([CH2:28][O:29][CH2:30][C:31](=[O:32])[NH:33][c:34]2[cH:35][c:36]([Br:40])[cH:37][cH:38][cH:39]2)=[O:41])[cH:21][cH:22][c:23]([Cl:25])[cH:24]1)=[O:42].[CH3:1][C:2]1([CH3:3])[C:4]([CH3:5])([CH3:6])[O:7][B:8]([c:9]2[cH:10][n:11][n:12]([CH3:14])[cH:13]2)[O:15]1>>[c:9]1(-[c:36]2[cH:35][c:34]([NH:33][C:31]([CH2:30][O:29][CH2:28][C:27]([NH:26][c:20]3[c:19]([C:18]([O:17][CH3:16])=[O:42])[cH:24][c:23]([Cl:25])[cH:22][cH:21]3)=[O:41])=[O:32])[cH:39][cH:38][cH:37]2)[cH:10][n:11][n:12]([CH3:14])[cH:13]1. Starting materials: ClC1=CC=C(CC2NCCC2)C=C1 (2-(4-chlorobenzyl)pyrrolidine), C1=CC(=CC=C1C(=O)CCCCl)F (ω-chloro-4-fluorobutyrophenone), C([O-])([O-])=O.[K+].[K+] (potassium carbonate), C(C)C(=O)C (methyl ethyl ketone). Solvent: C(C)OCC (diethyl ether), O (water). The product is ClC1=CC=C(CC2N(CCC2)CCCC(C2=CC=C(C=C2)F)=O)C=C1 (2-(4-chlorobenzyl)-1-[3-(4-fluorobenzoyl)propyl]pyrrolidine). Isolated yield 27.2%. RXN SMILES: [Cl:1][C:2]1[CH:13]=[CH:12][C:5]([CH2:6][CH:7]2[CH2:11][CH2:10][CH2:9][NH:8]2)=[CH:4][CH:3]=1.[CH:14]1[C:19]([C:20]([CH2:22][CH2:23][CH2:24]Cl)=[O:21])=[CH:18][CH:17]=[C:16]([F:26])[CH:15]=1.C(=O)([O-])[O-].[K+].[K+].C(C(C)=O)C>C(OCC)C.O>[Cl:1][C:2]1[CH:13]=[CH:12][C:5]([CH2:6][CH:7]2[CH2:11][CH2:10][CH2:9][N:8]2[CH2:24][CH2:23][CH2:22][C:20](=[O:21])[C:19]2[CH:14]=[CH:15][C:16]([F:26])=[CH:17][CH:18]=2)=[CH:4][CH:3]=1 |f:2.3.4|. Reported procedure: Boil 4 g of 2-(4-chlorobenzyl)pyrrolidine, 6.8 g of ω-chloro-4-fluorobutyrophenone, 4.2 g of potassium carbonate and 20 ml of methyl ethyl ketone under reflux for 68 hours. After cooling the resulting reaction mixture to ambient temperature, add 50 ml of water and 50 ml of diethyl ether. Collect the ether phase and dry it over sodium sulfate. Concentrate the dried ether phase to a brown oil before distilling it under a high vacuum to obtain 2.0 g of the title compound as viscous light-brown oil ... Reactants: O=C1Nc2ccccc2Sc2ncccc21, ClP(Cl)(Cl)(Cl)Cl. Yields the product ClC1=Nc2ccccc2Sc2ncccc21. RXN SMILES: [O:1]=[C:2]1[c:3]2[c:4]([n:13][cH:14][cH:15][cH:16]2)[S:5][c:6]2[c:7]([cH:9][cH:10][cH:11][cH:12]2)[NH:8]1.[P:17]([Cl:18])([Cl:19])([Cl:20])([Cl:21])[Cl:22]>>[C:2]1([Cl:18])=[N:8][c:7]2[c:6]([cH:12][cH:11][cH:10][cH:9]2)[S:5][c:4]2[c:3]1[cH:16][cH:15][cH:14][n:13]2. The reactants are COC(C1=CC=C(C=C1)CC1(CCN(CC1)C(C(CC=1SC=CC1)NC(=O)OC(C)(C)C)=O)C(NC1CCCCC1)=O)=O (4-[1-(2-tert-butoxycarbonylamino-3-thiophen-2-yl-propionyl)-4-cyclohexylcarbamoyl-piperidin-4-ylmethyl]-benzoic acid methyl ester), solution, [OH-].[Na+] (sodium hydroxide). Solvent: C1CCOC1 (THF), CO (methanol). Run at time 8 hour. Yields the product C(C)(C)(C)OC(=O)N[C@H](C(=O)N1CCC(CC1)(C(NC1CCCCC1)=O)CC1=CC=C(C(=O)O)C=C1)CC=1SC=CC1 (4-[1-(2-(S)-tert-butoxycarbonylamino-3-thiophen-2-yl-propionyl)-4-cyclohexylcarbamoyl-piperidin-4-ylmethyl]-benzoic acid). Reaction SMILES: C[O:2][C:3](=[O:43])[C:4]1[CH:9]=[CH:8][C:7]([CH2:10][C:11]2([C:34](=[O:42])[NH:35][CH:36]3[CH2:41][CH2:40][CH2:39][CH2:38][CH2:37]3)[CH2:16][CH2:15][N:14]([C:17](=[O:33])[CH:18]([NH:25][C:26]([O:28][C:29]([CH3:32])([CH3:31])[CH3:30])=[O:27])[CH2:19][C:20]3[S:21][CH:22]=[CH:23][CH:24]=3)[CH2:13][CH2:12]2)=[CH:6][CH:5]=1.[OH-].[Na+]>C1COCC1.CO>[C:29]([O:28][C:26]([NH:25][C@@H:18]([CH2:19][C:20]1[S:21][CH:22]=[CH:23][CH:24]=1)[C:17]([N:14]1[CH2:15][CH2:16][C:11]([CH2:10][C:7]2[CH:6]=[CH:5][C:4]([C:3]([OH:43])=[O:2])=[CH:9][CH:8]=2)([C:34](=[O:42])[NH:35][CH:36]2[CH2:37][CH2:38][CH2:39][CH2:40][CH2:41]2)[CH2:12][CH2:13]1)=[O:33])=[O:27])([CH3:32])([CH3:30])[CH3:31] |f:1.2|. Procedure details: To a solution of 4-[1-(2-tert-butoxycarbonylamino-3-thiophen-2-yl-propionyl)-4-cyclohexylcarbamoyl-piperidin-4-ylmethyl]-benzoic acid methyl ester (4.46 mmol; 2.73 g) in THF (30 mL) and methanol (10 mL) was added a 1M solution of sodium hydroxide (6.69 mmol; 6.69 mL) and the resulting mixture was stirred overnight at room temperature. The resulting mixture was then evaporated and water (20 mL) was added. A 1N hydrochloric acid solution (10 mL) was added dropwise. A precipitate formed that was se... The reactants are C(C)(C)(C)OC(=O)N/C(=N/C(=O)OC(C)(C)C)/NC1=CC=C(C=C1)N1[C@@H](C(=O)NC2CC2)CCC1 (1-[4-({(E)-[(tert-butoxycarbonyl)amino][(tert-butoxycarbonyl)imino]methyl}amino)phenyl]-N-cyclopropyl-D-prolinamide), C(Cl)Cl (DCM), C(=O)(C(F)(F)F)O (TFA), C(Cl)Cl (DCM), polystyrene carbonate, reagent. Solvent: CO (MeOH), CO (MeOH). Conditions: time 4 hour. The product is C1(CC1)NC(=O)[C@@H]1N(CCC1)C1=CC=C(C=C1)NC(=N)N ((R)-1-(4-Guanidino-phenyl)-pyrrolidine-2-carboxylic acid cyclopropylamide). The yield is 76.4%. As a reaction SMILES: C(OC([NH:8]/[C:9](/[NH:18][C:19]1[CH:24]=[CH:23][C:22]([N:25]2[CH2:35][CH2:34][CH2:33][C@@H:26]2[C:27]([NH:29][CH:30]2[CH2:32][CH2:31]2)=[O:28])=[CH:21][CH:20]=1)=[N:10]/C(OC(C)(C)C)=O)=O)(C)(C)C.C(Cl)Cl.C(O)(C(F)(F)F)=O>CO>[CH:30]1([NH:29][C:27]([C@H:26]2[CH2:33][CH2:34][CH2:35][N:25]2[C:22]2[CH:21]=[CH:20][C:19]([NH:18][C:9]([NH2:10])=[NH:8])=[CH:24][CH:23]=2)=[O:28])[CH2:32][CH2:31]1. Procedure: To 1-[4-({(E)-[(tert-butoxycarbonyl)amino][(tert-butoxycarbonyl)imino]methyl}amino)phenyl]-N-cyclopropyl-D-prolinamide (Method 62; 2.0 g) was added DCM (60 ml) and TFA (20 ml). The reaction stirred for 4 hours before removal of the solvent in vacuo. To the gum was added DCM (75 ml) and macroporous polystyrene carbonate resin (0.49 g of capacity 3.0 m.equ per g) solid supported reagent (20 g), the reaction was slowly stirred overnight. The reaction was filtered and the solvent removed in vacuo to... Reactants: O=C(O)c1cccc(Br)c1, C1COCCO1, COc1ccc(S)cc1, O=C(C=Cc1ccccc1)C=Cc1ccccc1, O=C(C=Cc1ccccc1)C=Cc1ccccc1, O=C(C=Cc1ccccc1)C=Cc1ccccc1, [Pd], [Pd]. Yields the product COc1ccc(Sc2cccc(C(=O)O)c2)cc1. Reaction SMILES: [Br:1][c:2]1[cH:3][c:4]([C:8](=[O:9])[OH:10])[cH:5][cH:6][cH:7]1.[CH2:76]1[O:77][CH2:78][CH2:79][O:80][CH2:81]1.[CH3:11][O:12][c:13]1[cH:14][cH:15][c:16]([SH:19])[cH:17][cH:18]1.[O:22]=[C:23]([CH:24]=[CH:25][c:26]1[cH:27][cH:28][cH:29][cH:30][cH:31]1)[CH:32]=[CH:33][c:34]1[cH:35][cH:36][cH:37][cH:38][cH:39]1.[O:40]=[C:41]([CH:42]=[CH:43][c:44]1[cH:45][cH:46][cH:47][cH:48][cH:49]1)[CH:50]=[CH:51][c:52]1[cH:53][cH:54][cH:55][cH:56][cH:57]1.[O:58]=[C:59]([CH:60]=[CH:61][c:62]1[cH:63][cH:64][cH:65][cH:66][cH:67]1)[CH:68]=[CH:69][c:70]1[cH:71][cH:72][cH:73][cH:74][cH:75]1.[Pd:20].[Pd:21]>>[c:2]1([S:19][c:16]2[cH:15][cH:14][c:13]([O:12][CH3:11])[cH:18][cH:17]2)[cH:3][c:4]([C:8](=[O:9])[OH:10])[cH:5][cH:6][cH:7]1.